This data is from the Open Reaction Database (ORD), a public repository of structured organic reaction records. The task is: describe an organic reaction: reactants, conditions, products, and yield Starting materials: N(=C=O)C1CC(CC1C)NS(=O)(=O)C1CC1 (N-(3-isocyanato-4-methylcyclopentyl)cyclopropanesulfonamide), [Li+].[OH-] (LiOH). Solvent: C1CCOC1 (THF). Reaction conditions: temperature 50 celsius. Yields the product NC1CC(CC1C)NS(=O)(=O)C1CC1 (N-(3-amino-4-methylcyclopentyl)cyclopropanesulfonamide). Yield: 73.9%. As a reaction SMILES: [N:1]([CH:4]1[CH:8]([CH3:9])[CH2:7][CH:6]([NH:10][S:11]([CH:14]2[CH2:16][CH2:15]2)(=[O:13])=[O:12])[CH2:5]1)=C=O.[Li+].[OH-]>C1COCC1>[NH2:1][CH:4]1[CH:8]([CH3:9])[CH2:7][CH:6]([NH:10][S:11]([CH:14]2[CH2:15][CH2:16]2)(=[O:13])=[O:12])[CH2:5]1 |f:1.2|. Reported procedure: To a mixture of N-(3-isocyanato-4-methylcyclopentyl)cyclopropanesulfonamide (1.00 g, 4.09 mmol, Preparation #NNN.1) in THF (2.0 mL) was added aqueous LiOH (4 N, 20.5 mL, 82 mmol). The reaction was heated to about 50° C. for about 16 h, cooled to ambient temperature and partitioned between water (5 mL) and EtOAc (10 mL). The organic portion was separated and the aqueous portion was extracted with DCM (3×20 mL). The combined organic extracts were dried over anhydrous MgSO4, filtered, and concd und...